Dataset: the Open Reaction Database (ORD), a public repository of structured organic reaction records. Task: describe an organic reaction: reactants, conditions, products, and yield Reactants: C(C)OC1=CC=C(CC2=NC3=C(N2)C=CC(=C3)[N+](=O)[O-])C=C1 (2-(4-Ethoxy-benzyl)-5-nitro-1H-benzimidazole), [H-].[Na+] (sodium hydride), ClCCN(CC)CC ((2-Chloroethyl)-diethyl-amine), [H-].[Na+] (Sodium Hydride). Run in O1CCOCC1 (dioxane), O1CCOCC1 (dioxane), O1CCOCC1 (dioxane). Conditions: temperature 65 celsius. The product is solid 43, C(C)OC1=CC=C(CC2=NC3=C(N2CCN(CC)CC)C=C(C=C3)[N+](=O)[O-])C=C1 ({2-[2-(4-Ethoxy-benzyl)-6-nitro-benzoimidazol-1-yl]-ethyl}-diethyl-amine). The yield is 13.6%. As a reaction SMILES: [H-].[Na+].[CH2:3]([O:5][C:6]1[CH:24]=[CH:23][C:9]([CH2:10][C:11]2[NH:15][C:14]3[CH:16]=[CH:17][C:18]([N+:20]([O-:22])=[O:21])=[CH:19][C:13]=3[N:12]=2)=[CH:8][CH:7]=1)[CH3:4].Cl[CH2:26][CH2:27][N:28]([CH2:31][CH3:32])[CH2:29][CH3:30]>O1CCOCC1>[CH2:3]([O:5][C:6]1[CH:24]=[CH:23][C:9]([CH2:10][C:11]2[N:12]([CH2:26][CH2:27][N:28]([CH2:31][CH3:32])[CH2:29][CH3:30])[C:13]3[CH:19]=[C:18]([N+:20]([O-:22])=[O:21])[CH:17]=[CH:16][C:14]=3[N:15]=2)=[CH:8][CH:7]=1)[CH3:4] |f:0.1|. Reported procedure: To a small, argon purged flask fitted with a condenser and magnetic stirbar is charged Sodium Hydride (60 wt %, 74 mg, 1.850 mmol) and anhydrous dioxane (5 mL) and stirring begun. A solution of 2-(4-Ethoxy-benzyl)-5-nitro-1H-benzimidazole 42 (550 mg, 1.850 mmol) in anhydrous dioxane (10 mL) was added dropwise to the suspension of sodium hydride and the mixture heated to 65° C. for 90 minutes at which time a solution of (2-Chloroethyl)-diethyl-amine (251 mg, 1.850 mmol) in anhydrous dioxane (5 mL... The reactants are CCN(CC)C(=O)Cl, C#CCSc1nc[nH]n1, O, c1ccncc1. Product: C#CCSc1ncn(C(=O)N(CC)CC)n1. RXN SMILES: [CH2:16]([CH3:17])[N:18]([C:19](=[O:20])[Cl:21])[CH2:22][CH3:23].[CH2:7]([C:8]#[CH:9])[S:10][c:11]1[n:12][nH:13][cH:14][n:15]1.[OH2:24].[cH:1]1[cH:2][cH:3][n:4][cH:5][cH:6]1>>[CH2:7]([C:8]#[CH:9])[S:10][c:11]1[n:12][n:13]([C:19]([N:18]([CH2:16][CH3:17])[CH2:22][CH3:23])=[O:20])[cH:14][n:15]1. Starting materials: FC(C=1C=C(CBr)C=C(C1)C(F)(F)F)(F)F (3,5-bis(trifluoromethyl)benzyl bromide), CNC(C1=CN=C(C=C1C1=C(C=CC=C1)C)N1CCN(CC1)C)=O (N-methyl-6-(4-methyl-piperazin-1-yl)-4-o-tolyl-nicotinamide), solution, C[Si]([N-][Si](C)(C)C)(C)C.[K+] (potassium hexamethyldisilazide). Solvent: O1CCCC1 (tetrahydrofuran), O1CCCC1 (tetrahydrofuran). The yield is 75.0%. Reported procedure: To a solution of 750 mg (2.32 mmol) N-methyl-6-(4-methyl-piperazin-1-yl)-4-o-tolyl-nicotinamide in 16 ml tetrahydrofuran, 3 ml of a 1 M solution (3 mmol) of potassium hexamethyldisilazide in tetrahydrofuran was added at room temperature. After 1 h, 0.43 ml (2.3 mmol) 3,5-bis(trifluoromethyl)benzyl bromide was added dropwise to the resulting suspension. The reaction was quenched with water after 1 h and the mixture was extracted with three 20 ml portions of ethyl acetate. The combined organic ext... The product is FC(C=1C=C(CN(C(C2=CN=C(C=C2C2=C(C=CC=C2)C)N2CCN(CC2)C)=O)C)C=C(C1)C(F)(F)F)(F)F (N-(3,5-bis-trifluoromethyl-benzyl)-N-methyl-6-(4-methyl-piperazin-1-yl)-4-o-tolyl-nicotinamide). Reaction conditions: time 1 hour. As a reaction SMILES: [CH3:1][NH:2][C:3](=[O:24])[C:4]1[C:9]([C:10]2[CH:15]=[CH:14][CH:13]=[CH:12][C:11]=2[CH3:16])=[CH:8][C:7]([N:17]2[CH2:22][CH2:21][N:20]([CH3:23])[CH2:19][CH2:18]2)=[N:6][CH:5]=1.C[Si](C)(C)[N-][Si](C)(C)C.[K+].[F:35][C:36]([F:50])([F:49])[C:37]1[CH:38]=[C:39]([CH:42]=[C:43]([C:45]([F:48])([F:47])[F:46])[CH:44]=1)[CH2:40]Br>O1CCCC1>[F:35][C:36]([F:50])([F:49])[C:37]1[CH:38]=[C:39]([CH:42]=[C:43]([C:45]([F:48])([F:47])[F:46])[CH:44]=1)[CH2:40][N:2]([CH3:1])[C:3](=[O:24])[C:4]1[C:9]([C:10]2[CH:15]=[CH:14][CH:13]=[CH:12][C:11]=2[CH3:16])=[CH:8][C:7]([N:17]2[CH2:22][CH2:21][N:20]([CH3:23])[CH2:19][CH2:18]2)=[N:6][CH:5]=1 |f:1.2|.